This data is from the Open Reaction Database (ORD), a public repository of structured organic reaction records. The task is: describe an organic reaction: reactants, conditions, products, and yield The reactants are ClC=1C=C(C=CC1OC)C(CNC1=C(C(NC=C1)=O)C=1NC2=C(N1)C(=CC(=C2)C(=N)NC)C)OC (2-{4-[2-(3-chloro-4-methoxy-phenyl)-2-methoxy-ethylamino]-2-oxo-1,2-dihydro-pyridin-3-yl}-7,N-dimethyl-3H-benzimidazole-5-carboxamidine), [OH-].[Na+] (NaOH). Run in CO (methanol). Reaction conditions: time 14 hour. The product is ClC=1C=C(C=CC1OC)C(CNC1=C(C(NC=C1)=O)C=1NC2=C(N1)C(=CC(=C2)C(=N)NC)C)O ((±)-2-{4-[2-(3-Chloro-4-methoxy-phenyl)-2-hydroxy-ethylamino]-2-oxo-1,2-dihydro-pyridin-3-yl}-7,N-dimethyl-3H-benzimidazole-5-carboxamidine). The yield is 18.7%. As a reaction SMILES: [Cl:1][C:2]1[CH:3]=[C:4]([CH:10]([O:34]C)[CH2:11][NH:12][C:13]2[CH:18]=[CH:17][NH:16][C:15](=[O:19])[C:14]=2[C:20]2[NH:21][C:22]3[CH:28]=[C:27]([C:29]([NH:31][CH3:32])=[NH:30])[CH:26]=[C:25]([CH3:33])[C:23]=3[N:24]=2)[CH:5]=[CH:6][C:7]=1[O:8][CH3:9].[OH-].[Na+]>CO>[Cl:1][C:2]1[CH:3]=[C:4]([CH:10]([OH:34])[CH2:11][NH:12][C:13]2[CH:18]=[CH:17][NH:16][C:15](=[O:19])[C:14]=2[C:20]2[NH:21][C:22]3[CH:28]=[C:27]([C:29]([NH:31][CH3:32])=[NH:30])[CH:26]=[C:25]([CH3:33])[C:23]=3[N:24]=2)[CH:5]=[CH:6][C:7]=1[O:8][CH3:9] |f:1.2|. Reported procedure: To a solution of 2-{4-[2-(3-chloro-4-methoxy-phenyl)-2-methoxy-ethylamino]-2-oxo-1,2-dihydro-pyridin-3-yl}-7,N-dimethyl-3H-benzimidazole-5-carboxamidine (40 mg, 0.08 mmol) in methanol (5 mL) was added 2 N NaOH (0.5 mL) and the reaction mixture was stirred at room temperature for 14 h. After concentration in vacuo, the residue was purified by prep. HPLC to yield the title compound (7.2 mg, 19%) as oil. 1H NMR (300 MHz, CD3OD) δ 7.78 (1H, narrow d, J=1.6 Hz), 7.52 (1H, narrow d, J=2.1 Hz), 7.30–7.... The reactants are ClC1=C(C(=CC=C1)Cl)N1C(CCC2=C(C=C(C=C12)OC)C1=C(C=C(C=C1)F)F)=O (1-(2,6-dichlorophenyl)-5-(2,4-difluorophenyl)-3,4-dihydro-7-methoxy-2(1H)-quinolinone), Cl (HCl). The solvent is C(Cl)Cl (CH2Cl2), O1CCOCC1 (dioxane). Conditions: time 24 hour. The product is ClC1=C(C=CC=C1)C1=C2CCC(N(C2=CC(=C1)OC)C1=C(C=CC=C1Cl)Cl)=O (5-(2-chlorophenyl)-1-(2,6-dichlorophenyl)-3,4-dihydro-7-methoxy-2(1H)-quinolinone), Cl (HCl). RXN SMILES: [Cl:1][C:2]1[CH:7]=[CH:6][CH:5]=[C:4]([Cl:8])[C:3]=1[N:9]1[C:18]2[C:13](=[C:14]([C:21]3[CH:26]=[CH:25][C:24](F)=[CH:23][C:22]=3F)[CH:15]=[C:16]([O:19][CH3:20])[CH:17]=2)[CH2:12][CH2:11][C:10]1=[O:29].[ClH:30]>C(Cl)Cl.O1CCOCC1>[Cl:30][C:22]1[CH:23]=[CH:24][CH:25]=[CH:26][C:21]=1[C:14]1[CH:15]=[C:16]([O:19][CH3:20])[CH:17]=[C:18]2[C:13]=1[CH2:12][CH2:11][C:10](=[O:29])[N:9]2[C:3]1[C:2]([Cl:1])=[CH:7][CH:6]=[CH:5][C:4]=1[Cl:8].[ClH:1]. Reported procedure: Compound 1 (0.95 g, 1.68 mmol), 1a (0.76 g, 2.19 mmol), Pd(PPh3)4 (0.19 g, 0.17 mmol) and LiCl (0.28 g, 6.72 mmol) in 30 mL of dioxane were purged with nitrogen for 3 times and the solution was heated at 108° C. for 20 h. Solvent was removed by vacuum and the residue was dissolved in EtOAc. The organic layer was washed with aqueous NaHCO3, dried with Na2SO4 and was purified by flash chromatography EtOAc/hexane=1:3 to give compound 2. Step B: Compound 2 (1.00 g, 1.68 mmol) in 10 mL of CH2Cl2 was ... The reactants are C(#C)C1=C(C=CC(=C1)[N+](=O)[O-])F (2-ethynyl-1-fluoro-4-nitro-benzene). Reagents/catalysts: [Pd].[O-]S(=O)(=O)[O-].[Ba+2] (Pd BaSO4). Solvent: C(C)O (ethanol). Conditions: time 1.5 hour. The product is FC1=C(C=C(C=C1)[N+](=O)[O-])C=C (1-fluoro-4-nitro-2-vinyl-benzene). As a reaction SMILES: [C:1]([C:3]1[CH:8]=[C:7]([N+:9]([O-:11])=[O:10])[CH:6]=[CH:5][C:4]=1[F:12])#[CH:2]>C(O)C.[Pd].[O-]S([O-])(=O)=O.[Ba+2]>[F:12][C:4]1[CH:5]=[CH:6][C:7]([N+:9]([O-:11])=[O:10])=[CH:8][C:3]=1[CH:1]=[CH2:2] |f:2.3.4|. Procedure details: To a solution of 2-ethynyl-1-fluoro-4-nitro-benzene (70 mg, 0.42 mmol, obtained in Example 71) in 3 mL ethanol, 5% Pd/BaSO4 (48 mg) was added. The mixture was hydrogenated at 1 atm for 1.5 hrs. Catalyst was removed by filtering through a celite pad. The filtrate was concentrated to give pure 1-fluoro-4-nitro-2-vinyl-benzene. Reaction SMILES: [CH2:31]1[O:32][CH2:33][CH2:34][CH2:35]1.[CH3:36][N:37]1[CH2:38][CH2:39][N:40]([c:43]2[cH:44][cH:45][c:46]([NH2:49])[cH:47][cH:48]2)[CH2:41][CH2:42]1.[CH3:50][CH2:51][O:52][C:53]([CH3:54])=[O:55].[OH:1][CH:2]=[C:3]1[C:4](=[O:30])[NH:5][c:6]2[cH:7][c:8]([C:12](=[O:13])[c:14]3[cH:15][c:16]([NH:20][C:21](=[O:22])[c:23]4[cH:24][n:25][n:26]([CH3:29])[c:27]4[Cl:28])[cH:17][cH:18][cH:19]3)[cH:9][cH:10][c:11]21>>[CH:2](=[C:3]1[C:4](=[O:30])[NH:5][c:6]2[cH:7][c:8]([C:12](=[O:13])[c:14]3[cH:15][c:16]([NH:20][C:21](=[O:22])[c:23]4[cH:24][n:25][n:26]([CH3:29])[c:27]4[Cl:28])[cH:17][cH:18][cH:19]3)[cH:9][cH:10][c:11]21)[NH:49][c:46]1[cH:45][cH:44][c:43]([N:40]2[CH2:39][CH2:38][N:37]([CH3:36])[CH2:42][CH2:41]2)[cH:48][cH:47]1. Reactants: C1CCOC1, CN1CCN(c2ccc(N)cc2)CC1, CCOC(C)=O, Cn1ncc(C(=O)Nc2cccc(C(=O)c3ccc4c(c3)NC(=O)C4=CO)c2)c1Cl. Yields the product CN1CCN(c2ccc(NC=C3C(=O)Nc4cc(C(=O)c5cccc(NC(=O)c6cnn(C)c6Cl)c5)ccc43)cc2)CC1. The reactants are CCOC(=O)C=O, CC(=O)O[BH-](OC(C)=O)OC(C)=O, O=C([O-])O, CC(=O)O, CC(C)CC(N)C1(c2ccc(Cl)cc2)CCC1, [Na+], [Na+], CN(C)C=O. Product: CCOC(=O)CNC(CC(C)C)C1(c2ccc(Cl)cc2)CCC1. Reaction SMILES: [C:18]([CH:19]=[O:20])(=[O:21])[O:22][CH2:23][CH3:24].[C:25]([O:26][BH-:27]([O:28][C:29](=[O:30])[CH3:31])[O:32][C:33](=[O:34])[CH3:35])(=[O:36])[CH3:37].[C:39](=[O:40])([OH:41])[O-:42].[CH3:44][C:45](=[O:46])[OH:47].[Cl:1][c:2]1[cH:3][cH:4][c:5]([C:8]2([CH:12]([CH2:13][CH:14]([CH3:15])[CH3:16])[NH2:17])[CH2:9][CH2:10][CH2:11]2)[cH:6][cH:7]1.[Na+:38].[Na+:43].[O:48]=[CH:49][N:50]([CH3:51])[CH3:52]>>[Cl:1][c:2]1[cH:3][cH:4][c:5]([C:8]2([CH:12]([CH2:13][CH:14]([CH3:15])[CH3:16])[NH:17][CH2:19][C:18](=[O:21])[O:22][CH2:23][CH3:24])[CH2:9][CH2:10][CH2:11]2)[cH:6][cH:7]1.